This data is from the Open Reaction Database (ORD), a public repository of structured organic reaction records. The task is: describe an organic reaction: reactants, conditions, products, and yield Reactants: COC(=O)Cl, CCN(CC)c1ccccc1, CCOC(C)=O, Cc1cc2c(N)c(F)cc(Cl)c2o1, C1CCOC1. Product: COC(=O)Nc1c(F)cc(Cl)c2oc(C)cc12. As a reaction SMILES: [C:25]([O:26][CH3:27])(=[O:28])[Cl:29].[CH2:14]([N:15]([CH2:16][CH3:17])[c:18]1[cH:19][cH:20][cH:21][cH:22][cH:23]1)[CH3:24].[CH3:35][CH2:36][O:37][C:38](=[O:39])[CH3:40].[NH2:1][c:2]1[c:3]([F:13])[cH:4][c:5]([Cl:12])[c:6]2[o:7][c:8]([CH3:11])[cH:9][c:10]12.[O:30]1[CH2:31][CH2:32][CH2:33][CH2:34]1>>[NH:1]([c:2]1[c:3]([F:13])[cH:4][c:5]([Cl:12])[c:6]2[o:7][c:8]([CH3:11])[cH:9][c:10]12)[C:25]([O:26][CH3:27])=[O:28]. The reactants are Cc1cc(C(=O)N2Cc3ccc(C(=O)O)n3Cc3ccccc32)ccc1-c1ccccc1C(F)(F)F, CCN=C=NCCCN(C)C, CN(C)C=O, CCOC(C)=O, CCN(C(C)C)C(C)C, Cl, O, On1nnc2ccccc21, c1cc(N2CCNCC2)ccn1. Yields the product Cc1cc(C(=O)N2Cc3ccc(C(=O)N4CCN(c5ccncc5)CC4)n3Cc3ccccc32)ccc1-c1ccccc1C(F)(F)F. As a reaction SMILES: [CH3:1][c:2]1[c:3](-[c:27]2[c:28]([C:33]([F:34])([F:35])[F:36])[cH:29][cH:30][cH:31][cH:32]2)[cH:4][cH:5][c:6]([C:8](=[O:9])[N:10]2[CH2:11][c:12]3[n:13]([c:21]([C:24](=[O:25])[OH:26])[cH:22][cH:23]3)[CH2:14][c:15]3[c:16]2[cH:17][cH:18][cH:19][cH:20]3)[cH:7]1.[CH3:61][N:62]([CH3:63])[CH2:64][CH2:65][CH2:66][N:67]=[C:68]=[N:69][CH2:70][CH3:71].[CH3:81][N:82]([CH3:83])[CH:84]=[O:85].[CH3:86][CH2:87][O:88][C:89](=[O:90])[CH3:91].[CH:72]([N:73]([CH2:74][CH3:75])[CH:76]([CH3:77])[CH3:78])([CH3:79])[CH3:80].[ClH:60].[OH2:49].[OH:50][n:51]1[c:52]2[cH:53][cH:54][cH:55][cH:56][c:57]2[n:58][n:59]1.[n:37]1[cH:38][cH:39][c:40]([N:43]2[CH2:44][CH2:45][NH:46][CH2:47][CH2:48]2)[cH:41][cH:42]1>>[CH3:1][c:2]1[c:3](-[c:27]2[c:28]([C:33]([F:34])([F:35])[F:36])[cH:29][cH:30][cH:31][cH:32]2)[cH:4][cH:5][c:6]([C:8](=[O:9])[N:10]2[CH2:11][c:12]3[n:13]([c:21]([C:24](=[O:25])[N:46]4[CH2:45][CH2:44][N:43]([c:40]5[cH:39][cH:38][n:37][cH:42][cH:41]5)[CH2:48][CH2:47]4)[cH:22][cH:23]3)[CH2:14][c:15]3[c:16]2[cH:17][cH:18][cH:19][cH:20]3)[cH:7]1. Reactants: CCCc1ccc(-c2ncc(C#N)c(Cl)n2)cc1, C1COCCO1, [Zn]. Yields the product CCCc1ccc(-c2ncc(C#N)cn2)cc1. RXN SMILES: [Cl:1][c:2]1[n:3][c:4](-[c:10]2[cH:11][cH:12][c:13]([CH2:16][CH2:17][CH3:18])[cH:14][cH:15]2)[n:5][cH:6][c:7]1[C:8]#[N:9].[O:20]1[CH2:21][CH2:22][O:23][CH2:24][CH2:25]1.[Zn:19]>>[cH:2]1[n:3][c:4](-[c:10]2[cH:11][cH:12][c:13]([CH2:16][CH2:17][CH3:18])[cH:14][cH:15]2)[n:5][cH:6][c:7]1[C:8]#[N:9]. Starting materials: FC1=CC=2C(=NC=3N(C=C(C(C3C2)=O)C(=O)O)OC)C=C1F (7,8-difluoro-1-methoxy-4-oxo-1,4-dihydrobenzo[b][1,8]naphthyridine-3carboxylic acid), CS(=O)(=O)O.CS(=O)(=O)O.NC1(CNC1)C (3-amino-3-methylazetidine dimethane-sulphonate). Yields the product NC1(CN(C1)C=1C(=CC=2C(=NC=3N(C=C(C(C3C2)=O)C(=O)O)OC)C1)F)C (8-(3-amino-3-methyl-1-azetidinyl)-7-fluoro-1-methoxy-4-oxo-1,4-dihydrobenzo[b][1,8]naphthyridine-3-carboxylic acid). Yield: 68.3%. As a reaction SMILES: [F:1][C:2]1[C:21](F)=[CH:20][C:5]2=[N:6][C:7]3[N:8]([O:18][CH3:19])[CH:9]=[C:10]([C:15]([OH:17])=[O:16])[C:11](=[O:14])[C:12]=3[CH:13]=[C:4]2[CH:3]=1.CS(O)(=O)=O.CS(O)(=O)=O.[NH2:33][C:34]1([CH3:38])[CH2:37][NH:36][CH2:35]1>>[NH2:33][C:34]1([CH3:38])[CH2:37][N:36]([C:21]2[C:2]([F:1])=[CH:3][C:4]3[C:5]([CH:20]=2)=[N:6][C:7]2[N:8]([O:18][CH3:19])[CH:9]=[C:10]([C:15]([OH:17])=[O:16])[C:11](=[O:14])[C:12]=2[CH:13]=3)[CH2:35]1 |f:1.2.3|. Procedure details: 8-(3-Amino-3-methyl-1-azetidinyl)-7-fluoro-1-methoxy-4-oxo-1,4-dihydrobenzo[b][1,8]naphthyridine-3carboxylic acid was prepared under the conditions of Example 15, but starting with 1.53 g of 7,8-difluoro-1-methoxy-4-oxo-1,4-dihydrobenzo[b][1,8]naphthyridine-3carboxylic acid and 2.22 g of 3-amino-3-methylazetidine dimethane-sulphonate. 1.27 g of 8-(3-amino-3-methyl-1-azetidinyl)-7-fluoro-1-methoxy-4-oxo-1,4-dihydrobenzo[b][1,8]naphthyridine-3-carboxylic acid are obtained in the form of a yellow s... The reactants are ClCCl, O=C=NS(=O)(=O)c1cc(Cl)sc1Cl, Cc1cc(C)nc(N)n1. The product is Cc1cc(C)nc(NC(=O)NS(=O)(=O)c2cc(Cl)sc2Cl)n1. As a reaction SMILES: [CH2:23]([Cl:24])[Cl:25].[Cl:10][c:11]1[s:12][c:13]([Cl:22])[cH:14][c:15]1[S:16](=[O:17])(=[O:18])[N:19]=[C:20]=[O:21].[NH2:1][c:2]1[n:3][c:4]([CH3:9])[cH:5][c:6]([CH3:8])[n:7]1>>[NH:1]([c:2]1[n:3][c:4]([CH3:9])[cH:5][c:6]([CH3:8])[n:7]1)[C:20]([NH:19][S:16]([c:15]1[c:11]([Cl:10])[s:12][c:13]([Cl:22])[cH:14]1)(=[O:17])=[O:18])=[O:21]. The reactants are CC(=O)O, Cl, O=C(O)C1(c2ccc(F)cc2)CCC2(CC1)OCCO2. Yields the product O=C1CCC(C(=O)O)(c2ccc(F)cc2)CC1. Reaction SMILES: [CH3:22][C:23](=[O:24])[OH:25].[ClH:21].[F:1][c:2]1[cH:3][cH:4][c:5]([C:8]2([C:18](=[O:19])[OH:20])[CH2:9][CH2:10][C:11]3([O:12][CH2:15][CH2:14][O:13]3)[CH2:16][CH2:17]2)[cH:6][cH:7]1>>[F:1][c:2]1[cH:3][cH:4][c:5]([C:8]2([C:18](=[O:19])[OH:20])[CH2:9][CH2:10][C:11](=[O:12])[CH2:16][CH2:17]2)[cH:6][cH:7]1. Starting materials: Cl (hydrochloric acid), ice, N1CCCCC1 (piperidine), ClCC=1C=C(C(=O)Cl)C=CC1 (3-chloromethylbenzoyl chloride). Run in O1CCCC1 (tetrahydrofuran). Conditions: time 8 hour. Yields the product ClCC=1C=C(C(=O)N2CCCCC2)C=CC1 (N-(3-(chloromethyl)benzoyl)piperidine). Isolated yield 86436.8%. RXN SMILES: [NH:1]1[CH2:6][CH2:5][CH2:4][CH2:3][CH2:2]1.[Cl:7][CH2:8][C:9]1[CH:10]=[C:11]([CH:15]=[CH:16][CH:17]=1)[C:12](Cl)=[O:13].Cl>O1CCCC1>[Cl:7][CH2:8][C:9]1[CH:10]=[C:11]([CH:15]=[CH:16][CH:17]=1)[C:12]([N:1]1[CH2:6][CH2:5][CH2:4][CH2:3][CH2:2]1)=[O:13]. Reported procedure: To an ice-cooled solution of piperidine (67.6 g, 0.793 mole) in tetrahydrofuran (1 L) was added dropwise a solution of 3-chloromethylbenzoyl chloride (100.0 g, 0.529 mmol). When the addition was complete, the reaction mixture was allowed to warm to ambient temperature and was left to stir overnight. The reaction mixture was poured into a solution of 1N hydrochloric acid. This solution was extracted with diethyl ether. The ether extracts were combined, washed with water, dried (MgSO4), and concen... Reactants: ClS(=O)(=O)C1CCN(CC1)C(=O)OCC1=CC=CC=C1 (benzyl 4-(chlorosulfonyl)-1-piperidinecarboxylate), CN (methylamine). The solvent is C1CCOC1 (THF). Reaction conditions: time 2 hour. Product: CNS(=O)(=O)C1CCN(CC1)C(=O)OCC1=CC=CC=C1 (benzyl 4-[(methylamino)sulfonyl]-1-piperidinecarboxylate). Yield: 83.0%. As a reaction SMILES: Cl[S:2]([CH:5]1[CH2:10][CH2:9][N:8]([C:11]([O:13][CH2:14][C:15]2[CH:20]=[CH:19][CH:18]=[CH:17][CH:16]=2)=[O:12])[CH2:7][CH2:6]1)(=[O:4])=[O:3].[CH3:21][NH2:22]>C1COCC1>[CH3:21][NH:22][S:2]([CH:5]1[CH2:10][CH2:9][N:8]([C:11]([O:13][CH2:14][C:15]2[CH:20]=[CH:19][CH:18]=[CH:17][CH:16]=2)=[O:12])[CH2:7][CH2:6]1)(=[O:4])=[O:3]. Procedure: A solution of 190 mg (0.6 mmol) of benzyl 4-(chlorosulfonyl)-1-piperidinecarboxylate in 10 mL THF was treated with a 10-fold excess of 40% aq. methylamine and the mixture was stirred at room temperature for 2 hrs. The THF was removed under vacuum. After dilution with water, the resulting solid was collected and dried to give 260 mg (83% yield) of benzyl 4-[(methylamino)sulfonyl]-1-piperidinecarboxylate: mp (aq. MeOH) 124-126° C.; 1H NMR (CDCl3) δ 7.40-7.30 (m, 5H), 5.13 (s, 2H), 4.34 (m, 2H), 4.... Starting materials: C(C)OC(C(C)(C)OC1=C(C=C(C=C1)OCCC=1N=C(OC1C)C1=CC=C(C=C1)C1=CC=CC=C1)CCC1=CC=CC=C1)=O (2-{4-[2-(2-biphenyl-4-yl-5-methyloxazol-4-yl)ethoxy]-2-phenethylphenoxy}-2-methylpropionic acid ethyl ester), [OH-].[Na+] (NaOH). Solvent: C(C)O (ethanol). Reaction conditions: temperature 55 celsius. Yields the product C1(=CC=C(C=C1)C=1OC(=C(N1)CCOC1=CC(=C(OC(C(=O)O)(C)C)C=C1)CCC1=CC=CC=C1)C)C1=CC=CC=C1 (2-{4-[2-(2-biphenyl-4-yl-5-methyloxazol-4-yl)ethoxy]-2-phenethylphenoxy}-2-methylpropionic acid). As a reaction SMILES: C([O:3][C:4](=[O:44])[C:5]([O:8][C:9]1[CH:14]=[CH:13][C:12]([O:15][CH2:16][CH2:17][C:18]2[N:19]=[C:20]([C:24]3[CH:29]=[CH:28][C:27]([C:30]4[CH:35]=[CH:34][CH:33]=[CH:32][CH:31]=4)=[CH:26][CH:25]=3)[O:21][C:22]=2[CH3:23])=[CH:11][C:10]=1[CH2:36][CH2:37][C:38]1[CH:43]=[CH:42][CH:41]=[CH:40][CH:39]=1)([CH3:7])[CH3:6])C.[OH-].[Na+]>C(O)C>[C:27]1([C:30]2[CH:31]=[CH:32][CH:33]=[CH:34][CH:35]=2)[CH:26]=[CH:25][C:24]([C:20]2[O:21][C:22]([CH3:23])=[C:18]([CH2:17][CH2:16][O:15][C:12]3[CH:13]=[CH:14][C:9]([O:8][C:5]([CH3:7])([CH3:6])[C:4]([OH:44])=[O:3])=[C:10]([CH2:36][CH2:37][C:38]4[CH:43]=[CH:42][CH:41]=[CH:40][CH:39]=4)[CH:11]=3)[N:19]=2)=[CH:29][CH:28]=1 |f:1.2|. Procedure: A solution of 2-{4-[2-(2-biphenyl-4-yl-5-methyloxazol-4-yl)ethoxy]-2-phenethylphenoxy}-2-methylpropionic acid ethyl ester (0.54 mmol) in ethanol (10 mL) was treated with 2.5 N aqueous NaOH (0.4 mL), and heated at 55° C. for 2 h. The reaction was cooled to ambient temperature and concentrated down to near dryness. The residue was then diluted with ethyl acetate (40 mL) and water (20 mL) and acidified to pH 1 with 1N aqueous HCl. The organic layer was washed with brine (20 mL), dried (Na2SO4) and ...